Dataset: the Open Reaction Database (ORD), a public repository of structured organic reaction records. Task: describe an organic reaction: reactants, conditions, products, and yield Reactants: C1(CCCC1)=O (cyclopentanone), [OH-].[Na+] (NaOH), C(CCCC)=O (Valeraldehyde), C(CCCC)=O (valeraldehyde), C1(CCCC1)=O (cyclopentanone), [OH-].[K+] (KOH), P(O)(O)(O)=O (phosphoric acid). The reagents and catalysts are C(CCCC)=C1C(CCC1)=O (2-pentylidene cyclopentanone). Run in O (water). Run at temperature 15 celsius. The product is OC(CCCC)C1C(CCC1)=O (2-(1-hydroxy-n-pentyl)cyclopentanone). Yield: 84.9%. RXN SMILES: [CH:1](=[O:6])[CH2:2][CH2:3][CH2:4][CH3:5].[OH-].[K+].[C:9]1(=[O:14])[CH2:13][CH2:12][CH2:11][CH2:10]1.[OH-].[Na+].P(=O)(O)(O)O>C(=C1CCCC1=O)CCCC.O>[OH:6][CH:1]([CH:10]1[CH2:11][CH2:12][CH2:13][C:9]1=[O:14])[CH2:2][CH2:3][CH2:4][CH3:5] |f:1.2,4.5|. Procedure details: Valeraldehyde having an acid value of 7.5 mg-KOH/g was used as the starting material. 224.6 g (2.67 mol) cyclopentanone, 100 g water and 9.7 g (0.116 mol) 48% NaOH were introduced into a 1-L four-necked flask, then the mixture was cooled to 15° C. under stirring, and 100 g (1.16 mol) valeraldehyde was added dropwise at the same temperature over 5 hours. Thereafter, the mixture was stirred at the same temperature for 2 hours. After the reaction was finished, the mixture was neutralized with 9.3 g... The reactants are BrCC1=CC=CC=2N(C=NC21)C(=O)OC(C)(C)C (t-butyl 4-(bromomethyl)-1H-benzimidazole-1-carboxylate), CN(C)C(C(=O)OCC)C(=O)OCC (diethyl (dimethylamino)malonate), C(CC)N(CCC)C(C(=O)OCC)C(=O)OCC (diethyl (dipropylamino)malonate). Yields the product CN(C1C=2CC=CN3C2C(=CC1)C=N3)C (5,6-Dihydro-N,N-dimethyl-4H-pyrazolo(4,3,2-ij)quinolin-5-amine). Reaction SMILES: BrC[C:3]1[C:11]2N=[CH:9][N:8]([C:12](OC(C)(C)C)=O)[C:7]=2[CH:6]=[CH:5][CH:4]=1.[CH3:19][N:20](C(C(OCC)=O)C(OCC)=O)C.[CH2:33]([N:36](C(C(OCC)=O)C(OCC)=O)CCC)[CH2:34][CH3:35]>>[CH3:12][N:8]([CH3:9])[CH:7]1[CH2:6][CH:5]=[C:4]2[CH:19]=[N:20][N:36]3[C:3]2=[C:11]1[CH2:35][CH:34]=[CH:33]3. Reported procedure: This compound was prepared by following the procedure of Example 18, but substituting methyl 7-(bromomethyl)-1H-indazole-1-carboxylate for t-butyl 4-(bromomethyl)-1H-benzimidazole-1-carboxylate and diethyl (dimethylamino)malonate for diethyl (dipropylamino)malonate. Reactants: C(C1=CC=CC=C1)N1C(NC2=C(C1=O)C(=C(S2)OC)C)=O (3-benzyl-6-methoxy-5-methylthieno[2,3-d]pyrimidine-2,4(1H,3H)-dione), BrCC1=CC=C(C=C1)C1=C(C=CC=C1)C1=NOC(=N1)C(Cl)(Cl)Cl (3-[4′-(bromomethyl)biphenyl-2-yl]-5-(trichloromethyl)-1,2,4-oxadiazole), C([O-])([O-])=O.[K+].[K+] (potassium carbonate), CN(C=O)C (N,N-dimethylformamide). The solvent is C(C)(=O)OCC (ethyl acetate). Run at time 2 hour. Yields the product C(C1=CC=CC=C1)N1C(N(C2=C(C1=O)C(=C(S2)OC)C)CC2=CC=C(C=C2)C2=C(C=CC=C2)C2=NOC(N2)=O)=O (3-benzyl-6-methoxy-5-methyl-1-{[2′-(5-oxo-4,5-dihydro-1,2,4-oxadiazol-3-yl)biphenyl-4-yl]methyl}thieno[2,3-d]pyrimidine-2,4(1H,3H)-dione). Isolated yield 98.5%. Reaction SMILES: [CH2:1]([N:8]1[C:13](=[O:14])[C:12]2[C:15]([CH3:20])=[C:16]([O:18][CH3:19])[S:17][C:11]=2[NH:10][C:9]1=[O:21])[C:2]1[CH:7]=[CH:6][CH:5]=[CH:4][CH:3]=1.Br[CH2:23][C:24]1[CH:29]=[CH:28][C:27]([C:30]2[CH:35]=[CH:34][CH:33]=[CH:32][C:31]=2[C:36]2[N:40]=[C:39](C(Cl)(Cl)Cl)[O:38][N:37]=2)=[CH:26][CH:25]=1.C(=O)([O-])[O-:46].[K+].[K+].CN(C)C=O>C(OCC)(=O)C>[CH2:1]([N:8]1[C:13](=[O:14])[C:12]2[C:15]([CH3:20])=[C:16]([O:18][CH3:19])[S:17][C:11]=2[N:10]([CH2:23][C:24]2[CH:29]=[CH:28][C:27]([C:30]3[CH:35]=[CH:34][CH:33]=[CH:32][C:31]=3[C:36]3[NH:40][C:39](=[O:46])[O:38][N:37]=3)=[CH:26][CH:25]=2)[C:9]1=[O:21])[C:2]1[CH:3]=[CH:4][CH:5]=[CH:6][CH:7]=1 |f:2.3.4|. Procedure: A mixture of 3-benzyl-6-methoxy-5-methylthieno[2,3-d]pyrimidine-2,4(1H,3H)-dione (0.50 g), 3-[4′-(bromomethyl)biphenyl-2-yl]-5-(trichloromethyl)-1,2,4-oxadiazole (0.82 g), potassium carbonate (0.46 g) and N,N-dimethylformamide (20 mL) was stirred at room temperature for 2 hr. The reaction mixture was diluted with ethyl acetate, washed successively with 5% aqueous potassium hydrogensulfate solution and saturated brine, and dried over anhydrous magnesium sulfate. The solvent was evaporated under r... Conditions: temperature 80 celsius, time 15 minute. Reactants: 12, ClC=1C=C(C=CC1)C(C1=CC(=C(C=C1)NC(CC(C)=O)=O)[N+](=O)[O-])N1C=NC=C1 (N-[4-[(3-chlorophenyl)(1H-imidazol-1-yl)methyl]-2-nitrophenyl]-3-oxobutanamide), [OH-].[Na+] (sodium hydroxide). Procedure: A mixture of 12 parts of N-[4-[(3-chlorophenyl)(1H-imidazol-1-yl)methyl]-2-nitrophenyl]-3-oxobutanamide and 120 parts of sodium hydroxide solution 6.5% was stirred for 15 minutes at 80° C. After cooling, the product was obtained, yielding 10.25 parts (100%) of 6-[(3-chlorophenyl)(1H-imidazol-1-yl)methyl]-2(1H)-quinoxalinone, N4 -oxide (comp. 175). The product is ClC=1C=C(C=CC1)C(C=1C=C2N=CC(NC2=CC1)=O)N1C=NC=C1 (6-[(3-chlorophenyl)(1H-imidazol-1-yl)methyl]-2(1H)-quinoxalinone), oxide. RXN SMILES: [Cl:1][C:2]1[CH:3]=[C:4]([CH:8]([N:25]2[CH:29]=[CH:28][N:27]=[CH:26]2)[C:9]2[CH:14]=[CH:13][C:12]([NH:15][C:16](=[O:21])[CH2:17]C(=O)C)=[C:11]([N+:22]([O-])=O)[CH:10]=2)[CH:5]=[CH:6][CH:7]=1.[OH-].[Na+]>>[Cl:1][C:2]1[CH:3]=[C:4]([CH:8]([N:25]2[CH:29]=[CH:28][N:27]=[CH:26]2)[C:9]2[CH:10]=[C:11]3[C:12](=[CH:13][CH:14]=2)[NH:15][C:16](=[O:21])[CH:17]=[N:22]3)[CH:5]=[CH:6][CH:7]=1 |f:1.2|. The yield is 100.0%. The reactants are Cn1cc(Br)c(-c2ccccc2)n1, O=C([O-])[O-], CCC(CC)c1cc(C)nn2cc(C)nc12, [Cs+], [Cs+], CN(C)C=O. The product is CCC(CC)c1cc(C)nn2c(-c3cn(C)nc3-c3ccccc3)c(C)nc12. RXN SMILES: [Br:17][c:18]1[c:19](-[c:24]2[cH:25][cH:26][cH:27][cH:28][cH:29]2)[n:20][n:21]([CH3:23])[cH:22]1.[C:30](=[O:31])([O-:32])[O-:33].[CH2:1]([CH3:2])[CH:3]([CH2:4][CH3:5])[c:6]1[c:7]2[n:8]([n:9][c:10]([CH3:12])[cH:11]1)[cH:13][c:14]([CH3:16])[n:15]2.[Cs+:34].[Cs+:35].[O:36]=[CH:37][N:38]([CH3:39])[CH3:40]>>[CH2:1]([CH3:2])[CH:3]([CH2:4][CH3:5])[c:6]1[c:7]2[n:8]([n:9][c:10]([CH3:12])[cH:11]1)[c:13](-[c:18]1[c:19](-[c:24]3[cH:25][cH:26][cH:27][cH:28][cH:29]3)[n:20][n:21]([CH3:23])[cH:22]1)[c:14]([CH3:16])[n:15]2. Reported procedure: Preparation according to Example 22 using 2-(bromomethyl)-7-(methylsulfonyl)-4H-1,3-benzodioxine (30 mg, 0.10 mmol), morpholine (0.50 ml, 5.7 mmol) and EtOH (1.0 ml). MS m/z (rel. intensity, 70 eV) 313 (M+, 1), 101 (6), 100 (bp), 77 (4), 56 (6). Starting materials: BrCC1OCC2=C(O1)C=C(C=C2)S(=O)(=O)C (2-(bromomethyl)-7-(methylsulfonyl)-4H-1,3-benzodioxine), ( 4 ), ( 6 ), N1CCOCC1 (morpholine), ( 6 ). Reaction SMILES: Br[CH2:2][CH:3]1[O:8][C:7]2[CH:9]=[C:10]([S:13]([CH3:16])(=[O:15])=[O:14])[CH:11]=[CH:12][C:6]=2[CH2:5][O:4]1.[NH:17]1[CH2:22][CH2:21][O:20][CH2:19][CH2:18]1>CCO>[CH3:16][S:13]([C:10]1[CH:11]=[CH:12][C:6]2[CH2:5][O:4][CH:3]([CH2:2][N:17]3[CH2:22][CH2:21][O:20][CH2:19][CH2:18]3)[O:8][C:7]=2[CH:9]=1)(=[O:15])=[O:14]. The product is CS(=O)(=O)C=1C=CC2=C(OC(OC2)CN2CCOCC2)C1 (4-{[7-(METHYLSULFONYL)-4H-1,3-BENZODIOXIN-2-YL]METHYL}MORPHOLINE). The solvent is CCO (EtOH). As a reaction SMILES: [CH3:20][N:21]=[C:22]=[S:23].[NH2:1][c:2]1[c:3](-[c:8]2[nH:9][c:10](-[c:14]3[cH:15][n:16][cH:17][cH:18][cH:19]3)[c:11]([CH3:13])[n:12]2)[cH:4][cH:5][cH:6][cH:7]1.[O:24]1[CH2:25][CH2:26][CH2:27][CH2:28]1>>[NH:1]([c:2]1[c:3](-[c:8]2[nH:9][c:10](-[c:14]3[cH:15][n:16][cH:17][cH:18][cH:19]3)[c:11]([CH3:13])[n:12]2)[cH:4][cH:5][cH:6][cH:7]1)[C:22]([NH:21][CH3:20])=[S:23]. Product: CNC(=S)Nc1ccccc1-c1nc(C)c(-c2cccnc2)[nH]1. The reactants are CN=C=S, Cc1nc(-c2ccccc2N)[nH]c1-c1cccnc1, C1CCOC1. Starting materials: N1=C(C=CC=C1)COC1=NC=C(C=C1)NC(OC1=CC=CC=C1)=O (Phenyl N-[2-(pyridin-2-ylmethyloxy)pyridin-5-yl]carbamate), BrC=1C=C2CCNC2=CC1 (5-bromoindoline). Yields the product BrC=1C=C2CCN(C2=CC1)C(NC=1C=CC(=NC1)OCC1=NC=CC=C1)=O (5-Bromo-1-[2-(pyridin-2-ylmethyloxy)pyridin-5-ylcarbamoyl]-indoline). Reaction SMILES: [N:1]1[CH:6]=[CH:5][CH:4]=[CH:3][C:2]=1[CH2:7][O:8][C:9]1[CH:14]=[CH:13][C:12]([NH:15][C:16](=[O:24])OC2C=CC=CC=2)=[CH:11][N:10]=1.[Br:25][C:26]1[CH:27]=[C:28]2[C:32](=[CH:33][CH:34]=1)[NH:31][CH2:30][CH2:29]2>>[Br:25][C:26]1[CH:27]=[C:28]2[C:32](=[CH:33][CH:34]=1)[N:31]([C:16](=[O:24])[NH:15][C:12]1[CH:13]=[CH:14][C:9]([O:8][CH2:7][C:2]3[CH:3]=[CH:4][CH:5]=[CH:6][N:1]=3)=[N:10][CH:11]=1)[CH2:30][CH2:29]2. Procedure: Phenyl N-[2-(pyridin-2-ylmethyloxy)pyridin-5-yl]carbamate (D3) and 5-bromoindoline were converted into the title compound using a method similar to that of Example 1, m.p. 138-139° C. Starting materials: ClC1=CC=C2C(=NNC2=C1)C=1N=C2C(=NC1)N(C=C2C(=O)NC(C)C)COCC[Si](C)(C)C (2-(6-chloro-1H-indazol-3-yl)-N-isopropyl-5-((2-(trimethylsilyl)ethoxy)methyl)-5H-pyrrolo[2,3-b]pyrazine-7-carboxamide), FC(C(=O)O)(F)F (trifluoroacetic acid), C(CN)N (ethylenediamine). The solvent is ClCCl (dichloromethane). Reaction conditions: time 4 hour. Yields the product ClC1=CC=C2C(=NNC2=C1)C=1N=C2C(=NC1)NC=C2C(=O)NC(C)C (2-(6-chloro-1H-indazol-3-yl)-N-isopropyl-5H-pyrrolo[2,3-b]pyrazine-7-carboxamide). Isolated yield 40.6%. As a reaction SMILES: [Cl:1][C:2]1[CH:10]=[C:9]2[C:5]([C:6]([C:11]3[N:12]=[C:13]4[C:19]([C:20]([NH:22][CH:23]([CH3:25])[CH3:24])=[O:21])=[CH:18][N:17](COCC[Si](C)(C)C)[C:14]4=[N:15][CH:16]=3)=[N:7][NH:8]2)=[CH:4][CH:3]=1.FC(F)(F)C(O)=O.C(N)CN>ClCCl>[Cl:1][C:2]1[CH:10]=[C:9]2[C:5]([C:6]([C:11]3[N:12]=[C:13]4[C:19]([C:20]([NH:22][CH:23]([CH3:25])[CH3:24])=[O:21])=[CH:18][NH:17][C:14]4=[N:15][CH:16]=3)=[N:7][NH:8]2)=[CH:4][CH:3]=1. Procedure details: To a stirred solution of 2-(6-chloro-1H-indazol-3-yl)-N-isopropyl-5-((2-(trimethylsilyl)ethoxy)methyl)-5H-pyrrolo[2,3-b]pyrazine-7-carboxamide (0.080 g, 165 μmol) in dichloromethane (2 mL) was added trifluoroacetic acid (1.88 g, 1.27 mL, 16.5 mmol). The reaction mixture was stirred for 4 h, then was concentrated in vacuo. The residue was diluted with dichloromethane and concentrated in vacuo again, then was suspended in dichloromethane and ethylenediamine (743 mg, 0.835 mL, 12.4 mmol) added. Aft...